Task: describe an organic reaction: reactants, conditions, products, and yield. Dataset: the Open Reaction Database (ORD), a public repository of structured organic reaction records Reactants: CN(C)C=O (DMF), [H-].[Na+] (Sodium hydride), Cl (HCl), C(#N)C(C(=O)OC)CC=1OC=CC1 (methyl 2-cyano-3-(2-furanyl)propionate), NC1=NC(=C(C(N1)=O)[N+](=O)[O-])Cl (2-Amino-6-chloro-5-nitro-4(3H)-pyrimidinone), CN(C)C=O (DMF). Run in O (water). Run at temperature 65 celsius. Product: NC=1NC(C(=C(N1)C(C(=O)OCC)(CC=1OC=CC1)C#N)[N+](=O)[O-])=O (2-Amino-α-cyano-α-(2-furanylmethyl)-1,6-dihydro-5-nitro6-oxo-4-pyrimidineacetic acid, ethyl ester). As a reaction SMILES: [H-].[Na+].[C:3]([CH:5]([CH2:10][C:11]1[O:12][CH:13]=[CH:14][CH:15]=1)[C:6]([O:8][CH3:9])=[O:7])#[N:4].[NH2:16][C:17]1[NH:22][C:21](=[O:23])[C:20]([N+:24]([O-:26])=[O:25])=[C:19](Cl)[N:18]=1.Cl.[CH3:29]N(C=O)C>O>[NH2:16][C:17]1[NH:22][C:21](=[O:23])[C:20]([N+:24]([O-:26])=[O:25])=[C:19]([C:5]([C:3]#[N:4])([CH2:10][C:11]2[O:12][CH:13]=[CH:14][CH:15]=2)[C:6]([O:8][CH2:9][CH3:29])=[O:7])[N:18]=1 |f:0.1|. Procedure details: Sodium hydride (8.4 g, 60% suspension in oil, washed with hexane) is suspended in dry DMF (100 mL) under an atmosphere of dry N2 and a solution of methyl 2-cyano-3-(2-furanyl)propionate (U.S. Pat. No. 4,279,903) (37.6 g) in DMF (100 mL) is added dropwise. When the addition is complete, a clear red solution is formed. 2-Amino-6-chloro-5-nitro-4(3H)-pyrimidinone (recrystallized from methanol) (13.34 g) is added as a solid. The reaction mixture is heated at 100° C. for 1 h and at 65° C overnight. T... Starting materials: ice water, COC(=O)C1CCC(N1CC#CCN1CCCCC1)=O (5-methoxycarbonyl-1-[4-(1-piperidinyl)-2-butynyl]-2-pyrrolidinone), N (ammonia). Run in CO (methanol). Conditions: time 8 hour. The product is O=C1CCC(N1CC#CCN1CCCCC1)C(=O)N (5-Oxo-1-[4-(1-piperidinyl)-2-butynyl]-2-pyrrolidine carboxamide). Reaction SMILES: C[O:2][C:3]([CH:5]1[N:9]([CH2:10][C:11]#[C:12][CH2:13][N:14]2[CH2:19][CH2:18][CH2:17][CH2:16][CH2:15]2)[C:8](=[O:20])[CH2:7][CH2:6]1)=O.[NH3:21]>CO>[O:20]=[C:8]1[N:9]([CH2:10][C:11]#[C:12][CH2:13][N:14]2[CH2:19][CH2:18][CH2:17][CH2:16][CH2:15]2)[CH:5]([C:3]([NH2:21])=[O:2])[CH2:6][CH2:7]1. Procedure: An ice water chilled solution of 5-methoxycarbonyl-1-[4-(1-piperidinyl)-2-butynyl]-2-pyrrolidinone (5.44 g) in sieve dried methanol (175 ml) was treaed with anhydrous ammonia for fifteen minutes and was allowed to stand at ambient temperature overnight. The solution was concentrated to a brown solid (5.00 g). The solid was recrystallized from toluene (125 mL) to give 3.85 g of slightly brown crystals, mp 143°-145° C. Product: CC1=C(C=CC(=C1)[N+](=O)[O-])N=C1SCCN1CC1=CC=CC=C1 (2-(2-methyl-4-nitrophenylimino)-3-benzyl-1,3-thiazolidine). Procedure details: 2-Hydroxyethylamine was reacted with benzyl bromide according to Method B2a to give N-benzyl-N-(2-hydroxyethyl)amine. The alcohol was reacted with SOCl2 according to Method B7c to give N-benzyl-N-(2-chloroethyl)ammonium chloride. The chloroethylamine was reacted with 2-methyl-4-nitrophenyl isothiocyanate to give 2-(2-methyl-4-nitrophenylimino)-3-benzyl-1,3-thiazolidine. Reactants: [Cl-].C(C1=CC=CC=C1)[NH2+]CCCl (N-benzyl-N-(2-chloroethyl)ammonium chloride), CC1=C(C=CC(=C1)[N+](=O)[O-])N=C=S (2-methyl-4-nitrophenyl isothiocyanate). Reaction SMILES: [Cl-].[CH2:2]([NH2+:9][CH2:10][CH2:11]Cl)[C:3]1[CH:8]=[CH:7][CH:6]=[CH:5][CH:4]=1.[CH3:13][C:14]1[CH:19]=[C:18]([N+:20]([O-:22])=[O:21])[CH:17]=[CH:16][C:15]=1[N:23]=[C:24]=[S:25]>>[CH3:13][C:14]1[CH:19]=[C:18]([N+:20]([O-:22])=[O:21])[CH:17]=[CH:16][C:15]=1[N:23]=[C:24]1[N:9]([CH2:2][C:3]2[CH:8]=[CH:7][CH:6]=[CH:5][CH:4]=2)[CH2:10][CH2:11][S:25]1 |f:0.1|. Starting materials: C(C)N(C=1C=C(C(C=N[C@H]2[C@@H](CCCC2)N)=CC1)O)CC ((R,R)-N-mono[4-(diethylamino)salicylidene]-1,2-cyclohexanediamine), COC=1C=C(C(C=O)=CC1)O (4-methoxysalicylaldehyde). Solvent: C(C)O (ethanol), C(C)O (ethanol). Reaction conditions: temperature 60 celsius. Product: C(C)N(C=1C=C(C(C=N[C@H]2[C@@H](CCCC2)N=CC=2C(O)=CC(=CC2)OC)=CC1)O)CC ((R,R)-N-[4-(Diethylamino)salicylidene]-N′-(4-methoxysalicylidene)-1,2-cyclohexanediamine). RXN SMILES: [CH2:1]([N:3]([CH2:20][CH3:21])[C:4]1[CH:5]=[C:6]([OH:19])[C:7](=[CH:17][CH:18]=1)[CH:8]=[N:9][C@@H:10]1[CH2:15][CH2:14][CH2:13][CH2:12][C@H:11]1[NH2:16])[CH3:2].[CH3:22][O:23][C:24]1[CH:25]=[C:26]([OH:32])[C:27](=[CH:30][CH:31]=1)[CH:28]=O>C(O)C>[CH2:20]([N:3]([CH2:1][CH3:2])[C:4]1[CH:5]=[C:6]([OH:19])[C:7](=[CH:17][CH:18]=1)[CH:8]=[N:9][C@@H:10]1[CH2:15][CH2:14][CH2:13][CH2:12][C@H:11]1[N:16]=[CH:28][C:27]1[C:26](=[CH:25][C:24]([O:23][CH3:22])=[CH:31][CH:30]=1)[OH:32])[CH3:21]. Reported procedure: To a suspension of 2.5 g (8.64 mmol) of (R,R)-N-mono[4-(diethylamino)salicylidene]-1,2-cyclohexanediamine in 200 ml of ethanol is added dropwise over the course of 45 minutes at room temperature a solution of 1.3 g (8.64 mmol) of 4-methoxysalicylaldehyde in 200 ml of ethanol. The reaction solution is heated at 60° C. for 4 h. After the reaction solution has been cooled to room temperature it is concentrated to dryness. The crude product obtained is purified by column chromatography (ethyl acetat... The reactants are CC(C)(C1=CC=C(C=C1)OC2=CC3=C(C=C2)C(=O)OC3=O)C4=CC=C(C=C4)OC5=CC6=C(C=C5)C(=O)OC6=O (4,4′-(4,4′-isopropylidenediphenoxy)bis(phthalic anhydride)), NC1=CC=C(C=C1)O (4-aminophenol). The solvent is CN(C)C=O (DMF). Product: CC(C)(C1=CC=C(C=C1)OC=1C=C2C(N(C(C2=CC1)=O)C1=CC=C(C=C1)O)=O)C1=CC=C(C=C1)OC=1C=C2C(N(C(C2=CC1)=O)C1=CC=C(C=C1)O)=O (5,5′-[(1-Methylethylidene)bis(4,1-phenylenoxy)]bis[2-(4-hydroxyphenyl)-1H-isoindole-1,3(2H)-dione]). RXN SMILES: [CH3:1][C:2]([C:22]1[CH:27]=[CH:26][C:25]([O:28][C:29]2[CH:34]=[CH:33][C:32]3[C:35](O[C:38](=[O:39])[C:31]=3[CH:30]=2)=[O:36])=[CH:24][CH:23]=1)([C:4]1[CH:9]=[CH:8][C:7]([O:10][C:11]2[CH:16]=[CH:15][C:14]3[C:17](O[C:20](=[O:21])[C:13]=3[CH:12]=2)=[O:18])=[CH:6][CH:5]=1)[CH3:3].[NH2:40][C:41]1[CH:46]=[CH:45][C:44]([OH:47])=[CH:43][CH:42]=1>CN(C=O)C>[CH3:3][C:2]([C:22]1[CH:27]=[CH:26][C:25]([O:28][C:29]2[CH:30]=[C:31]3[C:32](=[CH:33][CH:34]=2)[C:35](=[O:36])[N:40]([C:41]2[CH:46]=[CH:45][C:44]([OH:47])=[CH:43][CH:42]=2)[C:38]3=[O:39])=[CH:24][CH:23]=1)([C:4]1[CH:9]=[CH:8][C:7]([O:10][C:11]2[CH:12]=[C:13]3[C:14](=[CH:15][CH:16]=2)[C:17](=[O:18])[N:40]([C:41]2[CH:46]=[CH:45][C:44]([OH:47])=[CH:43][CH:42]=2)[C:20]3=[O:21])=[CH:6][CH:5]=1)[CH3:1]. Procedure details: 247.2 g of 4,4′-(4,4′-isopropylidenediphenoxy)bis(phthalic anhydride) (0.47 mol) are dissolved in 200 ml of DMF in a 3 l three-necked flask with reflux divider, reflux condenser and distillation bridge. 105.8 g of 4-aminophenol (0.095 mol) are slowly added dropwise. The mixture is heated at reflux for 2 hours. Water is continuously removed by distillation during this process. The mixture is then cooled, diluted with 500 ml of dichloromethane, and washed twice with water. Finally, the product is ...